This data is from the Open Reaction Database (ORD), a public repository of structured organic reaction records. The task is: describe an organic reaction: reactants, conditions, products, and yield The reactants are ClC1=CC(=C(C=N1)O)I (6-chloro-4-iodo-pyridin-3-ol), C([O-])([O-])=O.[K+].[K+] (potassium carbonate), C(C)I (ethyl iodide). The solvent is CN(C=O)C (dimethylformamide). Run at temperature 60 celsius. Product: ClC1=NC=C(C(=C1)I)OCC (2-Chloro-5-ethoxy-4-iodo-pyridine). RXN SMILES: [Cl:1][C:2]1[N:7]=[CH:6][C:5]([OH:8])=[C:4]([I:9])[CH:3]=1.C(=O)([O-])[O-].[K+].[K+].[CH2:16](I)[CH3:17]>CN(C)C=O>[Cl:1][C:2]1[CH:3]=[C:4]([I:9])[C:5]([O:8][CH2:16][CH3:17])=[CH:6][N:7]=1 |f:1.2.3|. Procedure: Treat a solution of 6-chloro-4-iodo-pyridin-3-ol (4.9 g, 19 mmol) and potassium carbonate (8.0 g, 58 mmol) in dimethylformamide (50 mL) with ethyl iodide (4.7 mL, 58 mmol). Heat at 60° C. for 3 hours. Cool the mixture to room temperature and filter. Reactants: CCO, CC(=O)O, [Fe], O=[N+]([O-])c1cccc2[nH]ccc12. Yields the product Nc1cccc2[nH]ccc12. Reaction SMILES: [CH3:17][CH2:18][OH:19].[CH3:1][C:2](=[O:3])[OH:4].[Fe:20].[N+:5]([O-:6])(=[O:7])[c:8]1[c:9]2[cH:10][cH:11][nH:12][c:13]2[cH:14][cH:15][cH:16]1>>[NH2:5][c:8]1[c:9]2[cH:10][cH:11][nH:12][c:13]2[cH:14][cH:15][cH:16]1. Reactants: NC=1C(=NC(=NC1NC1CCOCC1)C1=CC(=CC=C1)O[Si](C1=CC=CC=C1)(C1=CC=CC=C1)C(C)(C)C)C(=O)OC (Methyl 5-amino-2-(3-(tert-butyldiphenylsilyloxy)phenyl)-6-(tetrahydro-2H-pyran-4-ylamino)pyrimidine-4-carboxylate), bisdichloro(triphenylphosphine)palladium (0), NC=1C(=NC(=NC1NC1CCOCC1)Cl)C(=O)OC (Methyl 5-amino-2-chloro-6-(tetrahydro-2H-pyran-4-ylamino)pyrimidine-4-carboxylate), C(C)(C)[Si](OC1=CC(=CC=C1)[Sn](C)(C)C)(C(C)C)C(C)C (triisopropyl(3-(trimethylstannyl)phenoxy)silane). The solvent is CN(C=O)C (dimethyl formamide). Conditions: temperature 100 celsius. The product is OC=1C=C(C=CC1)C1=NC(=C2NC(N(C2=N1)C1CCOCC1)=O)C(=O)N (2-(3-HYDROXYPHENYL)-8-OXO-9-(TETRAHYDRO-2H-PYRAN-4-YL)-8,9-DIHYDRO-7H-PURINE-6-CARBOXAMIDE). Yield: 51.0%. RXN SMILES: [NH2:1][C:2]1[C:3]([C:39](OC)=[O:40])=[N:4][C:5]([C:15]2[CH:20]=[CH:19][CH:18]=[C:17]([O:21][Si](C(C)(C)C)(C3C=CC=CC=3)C3C=CC=CC=3)[CH:16]=2)=[N:6][C:7]=1[NH:8][CH:9]1[CH2:14][CH2:13][O:12][CH2:11][CH2:10]1.[NH2:43]C1C(C(OC)=O)=NC(Cl)=NC=1NC1CCOCC1.C([Si](C(C)C)(C(C)C)[O:66][C:67]1C=CC=C([Sn](C)(C)C)C=1)(C)C>CN(C)C=O>[OH:21][C:17]1[CH:16]=[C:15]([C:5]2[N:6]=[C:7]3[C:2]([NH:1][C:67](=[O:66])[N:8]3[CH:9]3[CH2:14][CH2:13][O:12][CH2:11][CH2:10]3)=[C:3]([C:39]([NH2:43])=[O:40])[N:4]=2)[CH:20]=[CH:19][CH:18]=1. Procedure details: Methyl 5-amino-2-(3-(tert-butyldiphenylsilyloxy)phenyl)-6-(tetrahydro-2H-pyran-4-ylamino)pyrimidine-4-carboxylate. Methyl 5-amino-2-chloro-6-(tetrahydro-2H-pyran-4-ylamino)pyrimidine-4-carboxylate. (0.400 g, 1.39 mmol) triisopropyl(3-(trimethylstannyl)phenoxy)silane (0.810 g, 1.95 mmol) and bisdichloro(triphenylphosphine)palladium (0) (0.292 g, 0.410 mmol) were combined in dimethyl formamide (6 mL) and heated to 100° C. The reaction was monitored via thin layer chromatography. Once starting mate... The reactants are BrC=1SC(=NN1)Br (2,5-dibromo-1,3,4-thiadiazole), O (water), C(=O)([O-])[O-].[K+].[K+] (K2CO3), COC1=CC=C(C=C1)O (4-methoxyphenol). The solvent is CN(C=O)C (N,N-dimethyl formamide). Run at temperature 90 celsius. The product is BrC=1SC(=NN1)OC1=CC=C(C=C1)OC (2-bromo-5-(4-methoxyphenoxy)-1,3,4-thiadiazole). Isolated yield 98.2%. Reaction SMILES: [Br:1][C:2]1[S:3][C:4](Br)=[N:5][N:6]=1.C([O-])([O-])=O.[K+].[K+].[CH3:14][O:15][C:16]1[CH:21]=[CH:20][C:19]([OH:22])=[CH:18][CH:17]=1.O>CN(C)C=O>[Br:1][C:2]1[S:3][C:4]([O:22][C:19]2[CH:20]=[CH:21][C:16]([O:15][CH3:14])=[CH:17][CH:18]=2)=[N:5][N:6]=1 |f:1.2.3|. Procedure details: 2,5-dibromo-1,3,4-thiadiazole (2 g, 8.16 mmol), (prepared according to Example 1 as described in U.S. Pat. No. 5,847,149) was dissolved in N,N-dimethyl formamide (65 mL) and the resulting solution was treated with K2CO3 (1.69 g, 12.24 mmol) and 4-methoxyphenol (1.01 g, 8.16 mmol). The reaction mixture was heated at 90° C. for 1.5 hours, cooled to 25° C., poured into water (150 mL) and extracted with diethyl ether (2×150 mL) The combined organic layers were washed with 1N NaOH (1×100 mL), water (... Reactants: C(CC(O)(C(=O)O)CC(=O)O)(=O)O (citric acid), C(C(=O)Cl)(=O)Cl (oxalyl chloride), ClC=1C=C(C=CC1S(=O)(=O)C)[C@H](C(=O)O)C[C@H]1CC(CC1)=O (2(R)-(3-chloro-4-methanesulfonyl-phenyl)-3-((S)-3-oxo-cyclopentyl)-propionic acid), C(CC(O)(C(=O)O)CC(=O)O)(=O)O (citric acid), NC1=NC=CN=C1 (2-aminopyrazine), N1=CC=CC=C1 (pyridine). The reagents and catalysts are CN(C=O)C (N,N-dimethylformamide). Solvent: C1(=CC=CC=C1)C (toluene), C(Cl)Cl (methylene chloride), C(C)(=O)OCC (ethyl acetate), C(C)(=O)OCC (ethyl acetate), C(Cl)Cl (methylene chloride). Run at temperature -10 celsius, time 1 hour. Yields the product O=C1CC(CC1)[C@@H](C(=O)NC1=NC=CN=C1)C ((S)-3-oxo-cyclopentyl-N-pyrazin-2-yl-propionamide). Isolated yield 119.9%. Reaction SMILES: ClC1C=C([C@@H:12]([CH2:16][C@@H:17]2[CH2:21][CH2:20][C:19](=[O:22])[CH2:18]2)C(O)=O)C=CC=1S(C)(=O)=O.[C:23](Cl)(=[O:27])C(Cl)=O.[NH2:29][C:30]1[CH:35]=[N:34][CH:33]=[CH:32][N:31]=1.N1C=CC=CC=1.C(O)(=O)CC(CC(O)=O)(C(O)=O)O>C(OCC)(=O)C.CN(C)C=O.C(Cl)Cl.C1(C)C=CC=CC=1>[O:22]=[C:19]1[CH2:20][CH2:21][CH:17]([C@H:16]([CH3:12])[C:23]([NH:29][C:30]2[CH:35]=[N:34][CH:33]=[CH:32][N:31]=2)=[O:27])[CH2:18]1. Procedure: A mixture of 2(R)-(3-chloro-4-methanesulfonyl-phenyl)-3-((S)-3-oxo-cyclopentyl)-propionic acid (544 mg, 1.58 mmol), methylene chloride (7 mL), toluene (5 mL), and a catalytic amount of N,N-dimethylformamide (10 μL, 0.13 mmol) under nitrogen was treated with oxalyl chloride (1.4 mL, 16.3 mmol). The reaction was stirred for 1 h (gas evolution). At this time, the reaction was then partially evaporated in vacuo at 25° C. to remove excess oxalyl chloride. The residue was co-evaporated with toluene (2... Starting materials: ONC(=N)C1=CC=C2N1C=C(NC2=O)C2=CC=C(C=C2)C(F)(F)F (N-hydroxy-1-oxo-3-(4-trifluoromethyl-phenyl)-1,2-dihydro-pyrrolo[1,2-a]pyrazine-6-carboxamidine), C(C)(=O)O (acetic acid), C(=O)[O-].[NH4+] (ammonium formate). Reagents/catalysts: [Pd] (palladium on carbon), [Ni] (Raney nickel). Run in CO (methanol), O (water). Conditions: temperature 50 celsius, time 2 hour. Yields the product O=C1C=2N(C=C(N1)C1=CC=C(C=C1)C(F)(F)F)C(=CC2)C(=N)N (1-oxo-3-(4-trifluoromethyl-phenyl)-1,2-dihydro-pyrrolo[1,2-a]pyrazine-6-carboxamidine). Isolated yield 45.5%. RXN SMILES: O[NH:2][C:3]([C:5]1[N:9]2[CH:10]=[C:11]([C:15]3[CH:20]=[CH:19][C:18]([C:21]([F:24])([F:23])[F:22])=[CH:17][CH:16]=3)[NH:12][C:13](=[O:14])[C:8]2=[CH:7][CH:6]=1)=[NH:4].C(O)(=O)C.C([O-])=O.[NH4+]>CO.[Pd].[Ni].O>[O:14]=[C:13]1[NH:12][C:11]([C:15]2[CH:20]=[CH:19][C:18]([C:21]([F:24])([F:23])[F:22])=[CH:17][CH:16]=2)=[CH:10][N:9]2[C:5]([C:3]([NH2:4])=[NH:2])=[CH:6][CH:7]=[C:8]12 |f:2.3|. Procedure details: A mixture of N-hydroxy-1-oxo-3-(4-trifluoromethyl-phenyl)-1,2-dihydro-pyrrolo[1,2-a]pyrazine-6-carboxamidine (Example 3) (0.03 g, 89.2 μmol) suspended in methanol (1.5 mL) and glacial acetic acid (0.15 mL) was treated with 10% palladium on carbon (5 mg). The reaction was stirred at room temperature under hydrogen (1 atm) at 50° C. for 2 h. The reaction was treated with ammonium formate (16.9 mg, 0.27 mmol) and then heated at reflux for 5 h. The reaction mixture was treated with slurry of Raney n...